From a dataset of the Open Reaction Database (ORD), a public repository of structured organic reaction records. describe an organic reaction: reactants, conditions, products, and yield Starting materials: CCOC(C)=O, S=C=Nc1cc(Cl)cc(Cl)c1, Cc1ccc(C(=O)Nc2ccccc2)cc1N. Product: Cc1ccc(C(=O)Nc2ccccc2)cc1NC(=S)Nc1cc(Cl)cc(Cl)c1. As a reaction SMILES: [CH3:29][CH2:30][O:31][C:32](=[O:33])[CH3:34].[Cl:18][c:19]1[cH:20][c:21]([N:26]=[C:27]=[S:28])[cH:22][c:23]([Cl:25])[cH:24]1.[NH2:1][c:2]1[cH:3][c:4]([C:5](=[O:6])[NH:7][c:8]2[cH:9][cH:10][cH:11][cH:12][cH:13]2)[cH:14][cH:15][c:16]1[CH3:17]>>[NH:1]([c:2]1[cH:3][c:4]([C:5](=[O:6])[NH:7][c:8]2[cH:9][cH:10][cH:11][cH:12][cH:13]2)[cH:14][cH:15][c:16]1[CH3:17])[C:27]([NH:26][c:21]1[cH:20][c:19]([Cl:18])[cH:24][c:23]([Cl:25])[cH:22]1)=[S:28]. Starting materials: O (Water), ClC1=CC=C(C=N1)O (6-Chloro-pyridin-3-ol), C(C)(C)(C)C1=CC=C(C=C1)B(O)O (4-tert-butyl-phenylboronic acid), [F-].[K+] (potassium fluoride), palladium tetrakis triphenylphosphine. Run in C1(=CC=CC=C1)C (toluene). Yields the product C(C)(C)(C)C1=CC=C(C=C1)C1=CC=C(C=N1)O (6-(4-tert-Butyl-phenyl)-pyridin-3-ol). The yield is 37.9%. RXN SMILES: Cl[C:2]1[N:7]=[CH:6][C:5]([OH:8])=[CH:4][CH:3]=1.[C:9]([C:13]1[CH:18]=[CH:17][C:16](B(O)O)=[CH:15][CH:14]=1)([CH3:12])([CH3:11])[CH3:10].[F-].[K+].O>C1(C)C=CC=CC=1>[C:9]([C:13]1[CH:18]=[CH:17][C:16]([C:2]2[N:7]=[CH:6][C:5]([OH:8])=[CH:4][CH:3]=2)=[CH:15][CH:14]=1)([CH3:12])([CH3:11])[CH3:10] |f:2.3|. Reported procedure: To a solution of 6-Chloro-pyridin-3-ol (3.10 g, 23.9 mmol) in toluene (30 ml) is added 4-tert-butyl-phenylboronic acid (5.46 g, 30.6 mmol), potassium fluoride (2.82 g, 47.9 mmol), and palladium tetrakis triphenylphosphine (1.20 g, 1.20 mmol). Water (15 mL) is added and the reaction mixture is heated to reflux overnight. After cooling to rt, the reaction mixture is partitioned between ethyl acetate and water. The aqueous layer is back-extracted with ethyl acetate, the combined organic layers are ... The reactants are CC[N+](CC)(CC)Cc1ccccc1, [Cl-], N#CCc1ccc(Cl)cc1, COc1cc([N+](=O)[O-])ccc1Cl, Cl, [Na+], C1CCOC1, [OH-]. Yields the product COc1cc([N+](=O)[O-])ccc1C(C#N)c1ccc(Cl)cc1. As a reaction SMILES: [CH2:27]([N+:28]([CH2:29][CH3:30])([CH2:31][CH3:32])[CH2:33][c:34]1[cH:35][cH:36][cH:37][cH:38][cH:39]1)[CH3:40].[Cl-:26].[Cl:15][c:16]1[cH:17][cH:18][c:19]([CH2:22][C:23]#[N:24])[cH:20][cH:21]1.[Cl:1][c:2]1[c:3]([O:11][CH3:12])[cH:4][c:5]([N+:8](=[O:9])[O-:10])[cH:6][cH:7]1.[ClH:25].[Na+:14].[O:41]1[CH2:42][CH2:43][CH2:44][CH2:45]1.[OH-:13]>>[c:2]1([CH:22]([c:19]2[cH:18][cH:17][c:16]([Cl:15])[cH:21][cH:20]2)[C:23]#[N:24])[c:3]([O:11][CH3:12])[cH:4][c:5]([N+:8](=[O:9])[O-:10])[cH:6][cH:7]1. Reactants: CCOC(=O)C(=NOC1CCCC1)c1ccc(S(C)(=O)=O)cc1, CCO, [Li+], [OH-], O. Product: CS(=O)(=O)c1ccc(C(=NOC2CCCC2)C(=O)O)cc1. RXN SMILES: [CH2:1]([CH3:2])[O:3][C:4]([C:5]([c:6]1[cH:7][cH:8][c:9]([S:12](=[O:13])(=[O:14])[CH3:15])[cH:10][cH:11]1)=[N:16][O:17][CH:18]1[CH2:19][CH2:20][CH2:21][CH2:22]1)=[O:23].[CH3:27][CH2:28][OH:29].[Li+:24].[OH-:25].[OH2:26]>>[O:3]=[C:4]([C:5]([c:6]1[cH:7][cH:8][c:9]([S:12](=[O:13])(=[O:14])[CH3:15])[cH:10][cH:11]1)=[N:16][O:17][CH:18]1[CH2:19][CH2:20][CH2:21][CH2:22]1)[OH:23]. Reported procedure: A mixture of 7-(acetylamino)-3-(chloromethyl)-8-oxo-5-thia-1-azabicyclo[4.2.0]oct-2-ene-2-carboxylic acid diphenylmethyl ester (1, 155 mg, 0.34 mmol) and sodium iodide (253 mg, 1.7 mmol) in 5 mL of acetone was stirred for 1 hr at room temperature. The reaction mixture was concentrated on the rotary evaporator and diluted with 5 mL water. The suspension was extracted with 25 mL of ethyl acetate, and the organic phase was washed with 10% sodium thiosulfate (5 mL×2), brine (5 mL×3) and dried over a... Run at time 1 hour. The product is C1(=CC=CC=C1)C(C1=CC=CC=C1)OC(=O)C=1N2C(C(C2SCC1CI)NC(C)=O)=O (7-(acetylamino)-3-(iodomethyl)-8-oxo-5-thia-1-azabicyclo[4.2.0] oct-2-ene-2-carboxylic acid diphenylmethyl ester). RXN SMILES: [C:1]1([CH:7]([O:14][C:15]([C:17]2[N:18]3[CH:21]([S:22][CH2:23][C:24]=2[CH2:25]Cl)[CH:20]([NH:27][C:28](=[O:30])[CH3:29])[C:19]3=[O:31])=[O:16])[C:8]2[CH:13]=[CH:12][CH:11]=[CH:10][CH:9]=2)[CH:6]=[CH:5][CH:4]=[CH:3][CH:2]=1.[I-:32].[Na+]>CC(C)=O>[C:1]1([CH:7]([O:14][C:15]([C:17]2[N:18]3[CH:21]([S:22][CH2:23][C:24]=2[CH2:25][I:32])[CH:20]([NH:27][C:28](=[O:30])[CH3:29])[C:19]3=[O:31])=[O:16])[C:8]2[CH:13]=[CH:12][CH:11]=[CH:10][CH:9]=2)[CH:6]=[CH:5][CH:4]=[CH:3][CH:2]=1 |f:1.2|. Reactants: C1(=CC=CC=C1)C(C1=CC=CC=C1)OC(=O)C=1N2C(C(C2SCC1CCl)NC(C)=O)=O (7-(acetylamino)-3-(chloromethyl)-8-oxo-5-thia-1-azabicyclo[4.2.0]oct-2-ene-2-carboxylic acid diphenylmethyl ester), [I-].[Na+] (sodium iodide), powder 2. The solvent is CC(=O)C (acetone). Starting materials: F[B-](F)(F)F, CNC, CCN(C(C)C)C(C)C, ClCCl, Cl, Nc1ncc(-c2cnn(C3CNC(C(=O)O)C3)c2)cc1-c1cc2c(Cl)ccc(F)c2cn1, CN(C)C(On1nnc2ccccc21)=[N+](C)C. The product is CN(C)C(=O)C1CC(n2cc(-c3cnc(N)c(-c4cc5c(Cl)ccc(F)c5cn4)c3)cn2)CN1. Reaction SMILES: [B-:49]([F:50])([F:51])([F:52])[F:53].[CH3:37][NH:38][CH3:39].[CH:40]([N:41]([CH2:42][CH3:43])[CH:44]([CH3:45])[CH3:46])([CH3:47])[CH3:48].[Cl:33][CH2:34][Cl:35].[ClH:36].[NH2:1][c:2]1[c:3](-[c:21]2[n:22][cH:23][c:24]3[c:25]([F:32])[cH:26][cH:27][c:28]([Cl:31])[c:29]3[cH:30]2)[cH:4][c:5](-[c:8]2[cH:9][n:10][n:11]([CH:13]3[CH2:14][CH:15]([C:18](=[O:19])[OH:20])[NH:16][CH2:17]3)[cH:12]2)[cH:6][n:7]1.[n:54]1([O:55][C:56]([N:57]([CH3:58])[CH3:59])=[N+:60]([CH3:61])[CH3:62])[c:63]2[cH:64][cH:65][cH:66][cH:67][c:68]2[n:69][n:70]1>>[NH2:1][c:2]1[c:3](-[c:21]2[n:22][cH:23][c:24]3[c:25]([F:32])[cH:26][cH:27][c:28]([Cl:31])[c:29]3[cH:30]2)[cH:4][c:5](-[c:8]2[cH:9][n:10][n:11]([CH:13]3[CH2:14][CH:15]([C:18](=[O:20])[N:38]([CH3:37])[CH3:39])[NH:16][CH2:17]3)[cH:12]2)[cH:6][n:7]1. The product is CC=1C=C(CC(C(=O)N2CCC(CC2)N2CCN(CC2)CC)CC(=O)N2CCC(CC2)N2C(NC3=CC=CC=C3C2)=O)C=CC1C (2-(3,4-dimethyl-benzyl)-1-[4-(4-ethyl-piperazin-1-yl)-piperidin-1-yl]-4-[4-(2-oxo-1,4-dihydro-2H-quinazolin-3-yl)-piperidin-1-yl]-butan-1,4-dione). The reactants are CC=1C=C(CC(C(=O)O)CC(N2CCC(CC2)N2C(NC3=CC=CC=C3C2)=O)=O)C=CC1C (2-(3,4-dimethyl-benzyl)-4-oxo-4-[4-(2-oxo-1,4-dihydro-2H-quinazolin-3-yl)-piperidin-1-yl]-butanoic acid), C(C)N1CCN(CC1)C1CCNCC1 (1-ethyl-4-piperidin-4-yl-piperazine). RXN SMILES: [CH3:1][C:2]1[CH:3]=[C:4]([CH:30]=[CH:31][C:32]=1[CH3:33])[CH2:5][CH:6]([CH2:10][C:11](=[O:29])[N:12]1[CH2:17][CH2:16][CH:15]([N:18]2[CH2:27][C:26]3[C:21](=[CH:22][CH:23]=[CH:24][CH:25]=3)[NH:20][C:19]2=[O:28])[CH2:14][CH2:13]1)[C:7](O)=[O:8].[CH2:34]([N:36]1[CH2:41][CH2:40][N:39]([CH:42]2[CH2:47][CH2:46][NH:45][CH2:44][CH2:43]2)[CH2:38][CH2:37]1)[CH3:35]>>[CH3:1][C:2]1[CH:3]=[C:4]([CH:30]=[CH:31][C:32]=1[CH3:33])[CH2:5][CH:6]([CH2:10][C:11]([N:12]1[CH2:13][CH2:14][CH:15]([N:18]2[CH2:27][C:26]3[C:21](=[CH:22][CH:23]=[CH:24][CH:25]=3)[NH:20][C:19]2=[O:28])[CH2:16][CH2:17]1)=[O:29])[C:7]([N:45]1[CH2:44][CH2:43][CH:42]([N:39]2[CH2:38][CH2:37][N:36]([CH2:34][CH3:35])[CH2:41][CH2:40]2)[CH2:47][CH2:46]1)=[O:8]. Reported procedure: Prepared analogously to Example 76e) from 2-(3,4-dimethyl-benzyl)-4-oxo-4-[4-(2-oxo-1,4-dihydro-2H-quinazolin-3-yl)-piperidin-1-yl]-butanoic acid and 1-ethyl-4-piperidin-4-yl-piperazine